This data is from the Open Reaction Database (ORD), a public repository of structured organic reaction records. The task is: describe an organic reaction: reactants, conditions, products, and yield Starting materials: FC(C(=O)O)(F)F.ClC=1C=C(C=CC1)N1N=C(N=C1)C(=O)N1C(CNCC1)(C)C ([1-(3-chloro-phenyl)-1H-[1,2,4]triazol-3-yl]-(2,2-dimethyl-piperazin-1-yl)-methanone trifluoroacetate), CCN(C(C)C)C(C)C (DIPEA), ClC=1C=C(C(=O)Cl)C=CC1 (3-chloro-benzoyl chloride). Solvent: CN(C)C=O (DMF). Reaction conditions: time 30 minute. Product: ClC=1C=C(C(=O)N2CC(N(CC2)C(=O)C2=NN(C=N2)C2=CC(=CC=C2)Cl)(C)C)C=CC1 ([4-(3-Chloro-benzoyl)-2,2-dimethyl-piperazin-1-yl]-[1-(3-chloro-phenyl)-1H-[1,2,4]triazol-3-yl]-methanone). RXN SMILES: FC(F)(F)C(O)=O.[Cl:8][C:9]1[CH:10]=[C:11]([N:15]2[CH:19]=[N:18][C:17]([C:20]([N:22]3[CH2:27][CH2:26][NH:25][CH2:24][C:23]3([CH3:29])[CH3:28])=[O:21])=[N:16]2)[CH:12]=[CH:13][CH:14]=1.CCN(C(C)C)C(C)C.[Cl:39][C:40]1[CH:41]=[C:42]([CH:46]=[CH:47][CH:48]=1)[C:43](Cl)=[O:44]>CN(C=O)C>[Cl:39][C:40]1[CH:41]=[C:42]([CH:46]=[CH:47][CH:48]=1)[C:43]([N:25]1[CH2:26][CH2:27][N:22]([C:20]([C:17]2[N:18]=[CH:19][N:15]([C:11]3[CH:12]=[CH:13][CH:14]=[C:9]([Cl:8])[CH:10]=3)[N:16]=2)=[O:21])[C:23]([CH3:29])([CH3:28])[CH2:24]1)=[O:44] |f:0.1|. Procedure details: To a solution of 43 mg (0.10 mmol) [1-(3-chloro-phenyl)-1H-[1,2,4]triazol-3-yl]-(2,2-dimethyl-piperazin-1-yl)-methanone trifluoroacetate and 43 μL (0.25 mmol) DIPEA in 1.0 mL DMF was added 13 μL (0.10 mmol) 3-chloro-benzoyl chloride. The reaction mixture was stirred at RT for 30 min and purified by HPLC. Reactants: ClC(Cl)=CCOc1cc(Cl)c(OCCCBr)c(Cl)c1, O=C([O-])[O-], CN(C)C=O, Sc1ccc(Cl)cc1, [K+], [K+]. The product is ClC(Cl)=CCOc1cc(Cl)c(OCCCSc2ccc(Cl)cc2)c(Cl)c1. RXN SMILES: [Br:9][CH2:10][CH2:11][CH2:12][O:13][c:14]1[c:15]([Cl:27])[cH:16][c:17]([O:21][CH2:22][CH:23]=[C:24]([Cl:25])[Cl:26])[cH:18][c:19]1[Cl:20].[C:28](=[O:29])([O-:30])[O-:31].[CH3:34][N:35]([CH3:36])[CH:37]=[O:38].[Cl:1][c:2]1[cH:3][cH:4][c:5]([SH:8])[cH:6][cH:7]1.[K+:32].[K+:33]>>[Cl:1][c:2]1[cH:3][cH:4][c:5]([S:8][CH2:10][CH2:11][CH2:12][O:13][c:14]2[c:15]([Cl:27])[cH:16][c:17]([O:21][CH2:22][CH:23]=[C:24]([Cl:25])[Cl:26])[cH:18][c:19]2[Cl:20])[cH:6][cH:7]1. Starting materials: Cl, Cl, CN1C(=O)C(C)(C)N=C(c2ccccc2F)c2cc(N)ccc21. Product: CN1C(=O)C(C)(C)N=C(c2ccccc2F)c2c1ccc(N)c2Cl. As a reaction SMILES: [Cl:1].[ClH:25].[NH2:2][c:3]1[cH:4][cH:5][c:6]2[c:7]([cH:24]1)[C:8]([c:17]1[c:18]([F:23])[cH:19][cH:20][cH:21][cH:22]1)=[N:9][C:10]([CH3:15])([CH3:16])[C:11](=[O:14])[N:12]2[CH3:13]>>[NH2:2][c:3]1[cH:4][cH:5][c:6]2[c:7]([c:24]1[Cl:25])[C:8]([c:17]1[c:18]([F:23])[cH:19][cH:20][cH:21][cH:22]1)=[N:9][C:10]([CH3:15])([CH3:16])[C:11](=[O:14])[N:12]2[CH3:13]. Procedure: According to the procedure described in the synthesis method of Compound II-15, 2-(1-methyl-2-(naphthalen-1-ylmethylcarbamoyl)hydrazinyl)acetic acid (Compound VI-8) 84 mg (0.29 mmol) was coupled with (S)-2-amino-N-(benzo[b]thiophen-3-ylmethyl)-3-(4-tert-butoxyphenyl)-N—((S)-1,1-diethoxypropan-2-yl)propanamide (Compound IV-6) 100 mg (0.20 mmol) to obtain the title compound. The reactants are Compound II, CN(NC(NCC1=CC=CC2=CC=CC=C12)=O)CC(=O)O (2-(1-methyl-2-(naphthalen-1-ylmethylcarbamoyl)hydrazinyl)acetic acid), N[C@H](C(=O)N([C@H](C(OCC)OCC)C)CC=1C2=C(SC1)C=CC=C2)CC2=CC=C(C=C2)OC(C)(C)C ((S)-2-amino-N-(benzo[b]thiophen-3-ylmethyl)-3-(4-tert-butoxyphenyl)-N—((S)-1,1-diethoxypropan-2-yl)propanamide). Product: S1C2=C(C(=C1)CN(C([C@H](CC1=CC=C(C=C1)OC(C)(C)C)NC(CN(NC(=O)NCC1=CC=CC3=CC=CC=C13)C)=O)=O)[C@H](C(OCC)OCC)C)C=CC=C2 (1-(2-((S)-1-((benzo[b]thiophen-3-ylmethyl)((S)-1,1-diethoxypropan-2-yl)amino)-3-(4-tert-butoxyphenyl)-1-oxopropan-2-ylamino)-2-oxoethyl)-1-methyl-4-(naphthalen-1-ylmethyl)semicarbazide). Reaction SMILES: [CH3:1][N:2]([CH2:18][C:19]([OH:21])=O)[NH:3][C:4](=[O:17])[NH:5][CH2:6][C:7]1[C:16]2[C:11](=[CH:12][CH:13]=[CH:14][CH:15]=2)[CH:10]=[CH:9][CH:8]=1.[NH2:22][C@@H:23]([CH2:46][C:47]1[CH:52]=[CH:51][C:50]([O:53][C:54]([CH3:57])([CH3:56])[CH3:55])=[CH:49][CH:48]=1)[C:24]([N:26]([CH2:36][C:37]1[C:38]2[CH:45]=[CH:44][CH:43]=[CH:42][C:39]=2[S:40][CH:41]=1)[C@@H:27]([CH3:35])[CH:28]([O:32][CH2:33][CH3:34])[O:29][CH2:30][CH3:31])=[O:25]>>[S:40]1[CH:41]=[C:37]([CH2:36][N:26]([C@@H:27]([CH3:35])[CH:28]([O:29][CH2:30][CH3:31])[O:32][CH2:33][CH3:34])[C:24](=[O:25])[C@@H:23]([NH:22][C:19](=[O:21])[CH2:18][N:2]([CH3:1])[NH:3][C:4]([NH:5][CH2:6][C:7]2[C:16]3[C:11](=[CH:12][CH:13]=[CH:14][CH:15]=3)[CH:10]=[CH:9][CH:8]=2)=[O:17])[CH2:46][C:47]2[CH:48]=[CH:49][C:50]([O:53][C:54]([CH3:55])([CH3:57])[CH3:56])=[CH:51][CH:52]=2)[C:38]2[CH:45]=[CH:44][CH:43]=[CH:42][C:39]1=2. Reported procedure: Concentrated hydrochloric acid (1.0 ml) was added to a stirred suspension of acetaldehyde 4-methyl-2-(5-trifluoromethyl-1,3,4-thiadiazol-2-yl)semicarbazone in water (200 ml). The mixture was stirred at room temperature for 3 days, and was filtered. The solid was dried and crystallised from ethyl acetate to give 4-methyl-2-(5-trifluoromethyl-1,3,4-thiadiazol-2-yl)semicarbazide (10.0 g) as a white solid, mp 181°-182° C. Run in O (water). Conditions: time 3 day. Product: CNC(N(N)C=1SC(=NN1)C(F)(F)F)=O (4-methyl-2-(5-trifluoromethyl-1,3,4-thiadiazol-2-yl)semicarbazide). RXN SMILES: Cl.[CH3:2][NH:3][C:4](=[O:18])[N:5]([C:9]1[S:10][C:11]([C:14]([F:17])([F:16])[F:15])=[N:12][N:13]=1)[N:6]=CC>O>[CH3:2][NH:3][C:4](=[O:18])[N:5]([C:9]1[S:10][C:11]([C:14]([F:15])([F:16])[F:17])=[N:12][N:13]=1)[NH2:6]. The reactants are Cl (hydrochloric acid), CNC(N(N=CC)C=1SC(=NN1)C(F)(F)F)=O (acetaldehyde 4-methyl-2-(5-trifluoromethyl-1,3,4-thiadiazol-2-yl)semicarbazone). Reactants: FC1=CC2=C(SC3=C(C=4SC(=NC24)CO)C=CC=C3)C=C1 ((5-fluoro-1,8-dithia-3-aza-dibenzo[e,h]azulene-2-yl)-methanol), Cl.CN(CCCCl)C (3-dimethylaminopropylchloride-hydrochloride). The product is FC1=CC2=C(SC3=C(C=4SC(=NC24)COCCCN(C)C)C=CC=C3)C=C1 ([3-(5-Fluoro-1,8-dithia-3-aza-dibenzo[e,h]azulene-2-ylmethoxy)-propyl]-dimethylamine). As a reaction SMILES: [F:1][C:2]1[CH:21]=[CH:20][C:5]2[S:6][C:7]3[CH:19]=[CH:18][CH:17]=[CH:16][C:8]=3[C:9]3[S:10][C:11]([CH2:14][OH:15])=[N:12][C:13]=3[C:4]=2[CH:3]=1.Cl.[CH3:23][N:24]([CH3:29])[CH2:25][CH2:26][CH2:27]Cl>>[F:1][C:2]1[CH:21]=[CH:20][C:5]2[S:6][C:7]3[CH:19]=[CH:18][CH:17]=[CH:16][C:8]=3[C:9]3[S:10][C:11]([CH2:14][O:15][CH2:27][CH2:26][CH2:25][N:24]([CH3:29])[CH3:23])=[N:12][C:13]=3[C:4]=2[CH:3]=1 |f:1.2|. Procedure: By reacting the alcohol 80 (0.84 mmole) and 3-dimethylaminopropylchloride-hydrochloride (19 mmoles) an oily product was obtained. Reactants: COCCN1N=CC(=C1)C=1C=CC(=C2C(N(CC12)C)=O)NC1=NC(=NC=C1C(F)(F)F)NC1=CC=C(CP(OCC)(OCC)=O)C=C1 (Diethyl (4-{[4-({7-[1-(2-methoxyethyl)-1H-pyrazol-4-yl]-2-methyl-3-oxo-2,3-dihydro-1H-isoindol-4-yl}amino)-5-(trifluoromethyl)pyrimidin-2-yl]amino}benzyl)phosphonate), ( 100 ), BrC1=CC(=C(C=C1)NC1=NC(=NC=C1C(F)(F)F)NC1=CC=C(CP(OCC)(OCC)=O)C=C1)C(NC)=O (Diethyl (4-{[4-{[4-bromo-2-(methylcarbamoyl)phenyl]amino}-5-(trifluoromethyl)pyrimidin-2-yl]amino}benzyl)phosphonate), COCCN1N=CC(=C1)B1OC(C(O1)(C)C)(C)C (1-(2-methoxyethyl)-4-(4,4,5,5-tetramethyl-1,3,2-dioxaborolan-2-yl)-1H-pyrazole). Product: COCCN1N=CC(=C1)C1=CC(=C(C=C1)NC1=NC(=NC=C1C(F)(F)F)NC1=CC=C(CP(OCC)(OCC)=O)C=C1)C(NC)=O (Diethyl (4-{[4-({4-[1-(2-methoxyethyl)-1H-pyrazol-4-yl]-2-(methylcarbamoyl)phenyl}amino)-5-(trifluoromethyl)pyrimidin-2-yl]amino}benzyl)phosphonate). As a reaction SMILES: [CH3:1][O:2][CH2:3][CH2:4][N:5]1[CH:9]=[C:8]([C:10]2[CH:11]=[CH:12][C:13]([NH:21][C:22]3[C:27]([C:28]([F:31])([F:30])[F:29])=[CH:26][N:25]=[C:24]([NH:32][C:33]4[CH:47]=[CH:46][C:36]([CH2:37][P:38](=[O:45])([O:42][CH2:43][CH3:44])[O:39][CH2:40][CH3:41])=[CH:35][CH:34]=4)[N:23]=3)=[C:14]3[C:18]=2[CH2:17][N:16](C)[C:15]3=[O:20])[CH:7]=[N:6]1.BrC1C=CC(NC2C(C(F)(F)F)=CN=C(NC3C=CC(CP(=O)(OCC)OCC)=CC=3)N=2)=C(C(=O)NC)C=1.COCCN1C=C(B2OC(C)(C)C(C)(C)O2)C=N1>>[CH3:1][O:2][CH2:3][CH2:4][N:5]1[CH:9]=[C:8]([C:10]2[CH:11]=[CH:12][C:13]([NH:21][C:22]3[C:27]([C:28]([F:29])([F:30])[F:31])=[CH:26][N:25]=[C:24]([NH:32][C:33]4[CH:47]=[CH:46][C:36]([CH2:37][P:38](=[O:45])([O:39][CH2:40][CH3:41])[O:42][CH2:43][CH3:44])=[CH:35][CH:34]=4)[N:23]=3)=[C:14]([C:15](=[O:20])[NH:16][CH3:17])[CH:18]=2)[CH:7]=[N:6]1. Procedure: The title compound was prepared according to the procedure for Diethyl (4-{[4-({7-[1-(2-methoxyethyl)-1H-pyrazol-4-yl]-2-methyl-3-oxo-2,3-dihydro-1H-isoindol-4-yl}amino)-5-(trifluoromethyl)pyrimidin-2-yl]amino}benzyl)phosphonate (Example 97) using Diethyl (4-{[4-{[4-bromo-2-(methylcarbamoyl)phenyl]amino}-5-(trifluoromethyl)pyrimidin-2-yl]amino}benzyl)phosphonate (Example 106) and 1-(2-methoxyethyl)-4-(4,4,5,5-tetramethyl-1,3,2-dioxaborolan-2-yl)-1H-pyrazole. MS (ES+): m/z 662.36 (100) [MH+] HPLC... Reactants: CC1=C(C2=C(S1)C=C(C=C2)OS(=O)(=O)C(F)(F)F)C2=CC=C(C=C2)C(F)(F)F (Trifluoro-methanesulfonic acid 2-methyl-3-(4-trifluoromethyl-phenyl)-benzo[b]thiophen-6-yl ester), C(C#C)O (2-propyn-1-ol). Procedure: In analogy to example 13.1, the Trifluoro-methanesulfonic acid 2-methyl-3-(4-trifluoromethyl-phenyl)-benzo[b]thiophen-6-yl ester was reacted with 2-propyn-1-ol to yield the 3-[2-Methyl-3-(4-trifluoromethyl-phenyl)-benzo[b]thiophen-6-yl]-prop-2-yn-1-ol as yellow oil, MS: 346 (M+). Reaction SMILES: [CH3:1][C:2]1[S:6][C:5]2[CH:7]=[C:8](OS(C(F)(F)F)(=O)=O)[CH:9]=[CH:10][C:4]=2[C:3]=1[C:19]1[CH:24]=[CH:23][C:22]([C:25]([F:28])([F:27])[F:26])=[CH:21][CH:20]=1.[CH2:29]([OH:32])[C:30]#[CH:31]>>[CH3:1][C:2]1[S:6][C:5]2[CH:7]=[C:8]([C:31]#[C:30][CH2:29][OH:32])[CH:9]=[CH:10][C:4]=2[C:3]=1[C:19]1[CH:24]=[CH:23][C:22]([C:25]([F:26])([F:27])[F:28])=[CH:21][CH:20]=1. Yields the product CC1=C(C2=C(S1)C=C(C=C2)C#CCO)C2=CC=C(C=C2)C(F)(F)F (3-[2-Methyl-3-(4-trifluoromethyl-phenyl)-benzo[b]thiophen-6-yl]-prop-2-yn-1-ol). Starting materials: COC(C1=CC=C(C=C1)OCCCN(CC(C1=CC=CC=C1)C1=CC=CC=C1)CC1=C(C(=CC=C1)C(F)(F)F)Cl)=O (4-{3-[(2-Chloro-3-trifluoromethyl-benzyl)-diphenylethyl-amino]-propoxy}-benzoic acid methyl ester), O[Li].O (LiOH.H2O), O[Li].O (LiOH.H2O). The solvent is O1CCCC1 (tetrahydrofuran), O (H2O). Run at time 8 hour. Product: ClC1=C(CN(CCCOC2=CC=C(C(=O)O)C=C2)CC(C2=CC=CC=C2)C2=CC=CC=C2)C=CC=C1C(F)(F)F (4-{3-[(2Chloro-3-trifluoromethyl-benzyl)-diphenylethyl-amino]-propoxy}-benzoic acid). As a reaction SMILES: C[O:2][C:3](=[O:41])[C:4]1[CH:9]=[CH:8][C:7]([O:10][CH2:11][CH2:12][CH2:13][N:14]([CH2:29][C:30]2[CH:35]=[CH:34][CH:33]=[C:32]([C:36]([F:39])([F:38])[F:37])[C:31]=2[Cl:40])[CH2:15][CH:16]([C:23]2[CH:28]=[CH:27][CH:26]=[CH:25][CH:24]=2)[C:17]2[CH:22]=[CH:21][CH:20]=[CH:19][CH:18]=2)=[CH:6][CH:5]=1.O[Li].O>O1CCCC1.O>[Cl:40][C:31]1[C:32]([C:36]([F:37])([F:38])[F:39])=[CH:33][CH:34]=[CH:35][C:30]=1[CH2:29][N:14]([CH2:15][CH:16]([C:17]1[CH:18]=[CH:19][CH:20]=[CH:21][CH:22]=1)[C:23]1[CH:28]=[CH:27][CH:26]=[CH:25][CH:24]=1)[CH2:13][CH2:12][CH2:11][O:10][C:7]1[CH:8]=[CH:9][C:4]([C:3]([OH:41])=[O:2])=[CH:5][CH:6]=1 |f:1.2|. Procedure: A solution of 4-{3-[(2-Chloro-3-trifluoromethyl-benzyl)-diphenylethyl-amino]-propoxy}-benzoic acid methyl ester (0.20 g, 0.34 mmol) in tetrahydrofuran (7.5 mL) and H2O (2.5 mL) at ambient temperature was treated with LiOH.H2O (0.029 g, 0.68 mmol). The mixture was stirred overnight at ambient temperature. The mixture was then treated with additional LiOH.H2O (0.058 g, 1.37 mmol) and heated at 50° C. overnight. The reaction was cooled to 0° C. and was quenched with H2O (5 mL). The mixture was the ... Reactants: [Si](C)(C)(C(C)(C)C)OCC(CC=1C(=C2COC(C2=CC1)=O)C)O (5-(3-((tert-butyldimethylsilyl)oxy)-2-hydroxypropyl)-4-methylisobenzofuran-1(3H)-one), CC(=O)OI1(C=2C=CC=CC2C(=O)O1)(OC(=O)C)OC(=O)C (Dess-Martin periodinane). Solvent: C(Cl)Cl (CH2Cl2). Conditions: temperature 25 celsius, time 12 hour. Product: [Si](C)(C)(C(C)(C)C)OCC(CC=1C(=C2COC(C2=CC1)=O)C)=O (5-(3-((tert-butyldimethylsilyl)oxy)-2-oxopropyl)-4-methylisobenzofuran-1(3H)-one). RXN SMILES: [Si:1]([O:8][CH2:9][CH:10]([OH:23])[CH2:11][C:12]1[C:13]([CH3:22])=[C:14]2[C:18](=[CH:19][CH:20]=1)[C:17](=[O:21])[O:16][CH2:15]2)([C:4]([CH3:7])([CH3:6])[CH3:5])([CH3:3])[CH3:2].CC(OI1(OC(C)=O)(OC(C)=O)OC(=O)C2C=CC=CC1=2)=O>C(Cl)Cl>[Si:1]([O:8][CH2:9][C:10](=[O:23])[CH2:11][C:12]1[C:13]([CH3:22])=[C:14]2[C:18](=[CH:19][CH:20]=1)[C:17](=[O:21])[O:16][CH2:15]2)([C:4]([CH3:5])([CH3:7])[CH3:6])([CH3:3])[CH3:2]. Procedure details: To a solution of 5-(3-((tert-butyldimethylsilyl)oxy)-2-hydroxypropyl)-4-methylisobenzofuran-1(3H)-one (1.00 g, 3.0 mmol) in CH2Cl2 (30 mL) was added Dess-Martin periodinane (6.30 g, 15.0 mmol). After stirring at 25° C. for 12 h, the reaction mixture was filtered through a short pad of SiO2 with CH2Cl2 (100 mL) as the eluting solvent. After concentrating, the residue was purified by flash column chromatography (0-60% ethyl acetate in petroleum ether) to give the title compound.